describe an organic reaction: reactants, conditions, products, and yield From a dataset of the Open Reaction Database (ORD), a public repository of structured organic reaction records. Reactants: CN(C=O)C (dimethylformamide), C(C)(=O)NC1=NC(=CC(=N1)C)C (2-acetamido-4,6-dimethylpyrimidine), Cl.C(C)(C)N(CCCl)C(C)C (2-diisopropylaminoethyl chloride hydrochloride), [H-].[Na+] (sodium hydride), diamine. The solvent is C(C)O (ethanol). Product: C(C)(C)N(CCNC1=NC(=CC(=N1)C)C)C(C)C (2-(2-Diisopropylaminoethylamino)-4, 6-dimethyl pyrimidine). Reaction SMILES: CN(C)C=O.[C:6]([NH:9][C:10]1[N:15]=[C:14]([CH3:16])[CH:13]=[C:12]([CH3:17])[N:11]=1)(=O)[CH3:7].Cl.[CH:19]([N:22]([CH:26]([CH3:28])[CH3:27])CCCl)([CH3:21])[CH3:20].[H-].[Na+]>C(O)C>[CH:19]([N:22]([CH:26]([CH3:28])[CH3:27])[CH2:7][CH2:6][NH:9][C:10]1[N:15]=[C:14]([CH3:16])[CH:13]=[C:12]([CH3:17])[N:11]=1)([CH3:21])[CH3:20] |f:2.3,4.5|. Procedure details: To 600 ml of dry dimethylformamide is added 2-acetamido-4,6-dimethylpyrimidine (34.8 g., 0.21 mole) and 2-diisopropylaminoethyl chloride hydrochloride (48 g., 0.24 mole). The mixture is stirred under nitrogen and sodium hydride (50% in mineral oil) (24.7 g., 0.515 mole) is added in portions over one hour while the temperature is maintained below 45° C. The mixture is then heated at 75°-78° C. for 1/2 hour and then at 90°-95° C. for 31/2 hours. On cooling, ethanol, 25 ml, is added and the solvent... Reactants: BrC1=C(CN(C(OCC2=CC=CC=C2)=O)C)C=C(C=C1)[N+](=O)[O-] (Benzyl 2-bromo-5-nitrobenzyl(methyl)carbamate), N1[C@H](C(=O)O)CCC1 (L-proline), C([O-])([O-])=O.[Cs+].[Cs+] (cesium carbonate), C(#N)CC(=O)OCC (ethyl 2-cyanoacetate). Reagents/catalysts: [Cu]I (copper(I) iodide). The solvent is CS(=O)C (DMSO). Run at temperature 50 celsius, time 3 day. Yields the product C(C1=CC=CC=C1)OC(=O)N(C)CC1=C(C=CC(=C1)[N+](=O)[O-])C(C(=O)OCC)C#N (Ethyl 2-(2-((((benzyloxy)carbonyl)(methyl)amino)methyl)-4-nitrophenyl)-2-cyanoacetate). The yield is 80.2%. RXN SMILES: Br[C:2]1[CH:20]=[CH:19][C:18]([N+:21]([O-:23])=[O:22])=[CH:17][C:3]=1[CH2:4][N:5]([CH3:16])[C:6](=[O:15])[O:7][CH2:8][C:9]1[CH:14]=[CH:13][CH:12]=[CH:11][CH:10]=1.N1CCC[C@H]1C(O)=O.C(=O)([O-])[O-].[Cs+].[Cs+].[C:38]([CH2:40][C:41]([O:43][CH2:44][CH3:45])=[O:42])#[N:39]>CS(C)=O.[Cu]I>[CH2:8]([O:7][C:6]([N:5]([CH2:4][C:3]1[CH:17]=[C:18]([N+:21]([O-:23])=[O:22])[CH:19]=[CH:20][C:2]=1[CH:40]([C:38]#[N:39])[C:41]([O:43][CH2:44][CH3:45])=[O:42])[CH3:16])=[O:15])[C:9]1[CH:14]=[CH:13][CH:12]=[CH:11][CH:10]=1 |f:2.3.4|. Procedure details: 36A (3.000 g, 7.91 mmol), copper(I) iodide (0.301 g, 1.582 mmol), L-proline (0.364 g, 3.16 mmol) and cesium carbonate (5.16 g, 15.82 mmol) were mixed in a pressure vial and degassed (3× vacuum/Ar). Then, a solution of ethyl 2-cyanoacetate (1.059 mL, 9.89 mmol) in DMSO (10 mL) was added, the reaction mixture was degassed again and stirred at 50° C. for 3 days. The cooled reaction mixture was partitioned between EtOAc (100 mL) and sat. NH4Cl (100 mL). The organic layer was washed with brine (2×50 ... The reactants are COC(=O)C1CC(N2Cc3cc(OC(C)C)c(Nc4ncc(Cl)c(Nc5ccccc5S(=O)(=O)C(C)C)n4)cc3C2=O)CN1, CO, N. The product is CC(C)Oc1cc2c(cc1Nc1ncc(Cl)c(Nc3ccccc3S(=O)(=O)C(C)C)n1)C(=O)N(C1CNC(C(N)=O)C1)C2. RXN SMILES: [CH3:1][O:2][C:3](=[O:4])[CH:5]1[NH:6][CH2:7][CH:8]([N:10]2[C:11](=[O:44])[c:12]3[cH:13][c:14]([NH:23][c:24]4[n:25][cH:26][c:27]([Cl:43])[c:28]([NH:30][c:31]5[c:32]([S:37](=[O:38])(=[O:39])[CH:40]([CH3:41])[CH3:42])[cH:33][cH:34][cH:35][cH:36]5)[n:29]4)[c:15]([O:19][CH:20]([CH3:21])[CH3:22])[cH:16][c:17]3[CH2:18]2)[CH2:9]1.[CH3:45][OH:46].[NH3:47]>>[O:2]=[C:3]([CH:5]1[NH:6][CH2:7][CH:8]([N:10]2[C:11](=[O:44])[c:12]3[cH:13][c:14]([NH:23][c:24]4[n:25][cH:26][c:27]([Cl:43])[c:28]([NH:30][c:31]5[c:32]([S:37](=[O:38])(=[O:39])[CH:40]([CH3:41])[CH3:42])[cH:33][cH:34][cH:35][cH:36]5)[n:29]4)[c:15]([O:19][CH:20]([CH3:21])[CH3:22])[cH:16][c:17]3[CH2:18]2)[CH2:9]1)[NH2:47]. Reactants: FC1=CC=C(C=C1)C1=CC2=C(N(C3=CC=C(C=C23)C=2NN=CC2)C)N(C1=O)C (3-(4-Fluorophenyl)-1,9-dimethyl-6-(2H-pyrazol-3-yl)-1,9-dihydropyrido[2,3-b]indol-2-one), FC1=CC=C(C=C1)C1=CC2=C(N(C3=CC=C(C=C23)C=2NN=CC2)C)N(C1=O)C (3-(4-fluorophenyl)-1,9-dimethyl-6-(2H-pyrazol-3-yl)-1,9-dihydropyrido[2,3-b]indol-2-one), ICC (iodoethane). Yields the product C(C)N1N=C(C=C1)C=1C=C2C3=C(N(C2=CC1)C)N(C(C(=C3)C3=CC=C(C=C3)F)=O)C (6-(1-Ethyl-1H-pyrazol-3-yl)-3-(4-fluorophenyl)-1,9-dimethyl-1,9-dihydropyrido[2,3-b]indol-2-one). RXN SMILES: [F:1][C:2]1[CH:7]=[CH:6][C:5]([C:8]2[C:26](=[O:27])[N:25]([CH3:28])[C:11]3[N:12]([CH3:24])[C:13]4[C:18]([C:10]=3[CH:9]=2)=[CH:17][C:16]([C:19]2[NH:20][N:21]=[CH:22][CH:23]=2)=[CH:15][CH:14]=4)=[CH:4][CH:3]=1.I[CH2:30][CH3:31]>>[CH2:30]([N:21]1[CH:22]=[CH:23][C:19]([C:16]2[CH:17]=[C:18]3[C:13](=[CH:14][CH:15]=2)[N:12]([CH3:24])[C:11]2[N:25]([CH3:28])[C:26](=[O:27])[C:8]([C:5]4[CH:6]=[CH:7][C:2]([F:1])=[CH:3][CH:4]=4)=[CH:9][C:10]3=2)=[N:20]1)[CH3:31]. Reported procedure: The process is carried out as indicated in Example 36 above, with the compound from Example 72, 3-(4-fluorophenyl)-1,9-dimethyl-6-(2H-pyrazol-3-yl)-1,9-dihydropyrido[2,3-b]indol-2-one and iodoethane. Starting materials: [N+](=O)([O-])C1=CC=C(COC(=O)C=2N3C([C@@H]([C@H]3SC2)Br)=O)C=C1 ((5R,6S)-6-bromo-7-oxo-4-thia-1-aza-bicyclo[3.2.0]hept-2-ene-2-carboxylic acid 4-nitro-benzyl ester), C(CC(O)(C(=O)O)CC(=O)O)(=O)O (Citric acid), C(C)(=O)OC(C)=O (acetic anhydride), N=1C(=CN2C1CSCC2)C=O (5,6-dihydro-8H-imidazo[2,1-c][1,4]thiazine-2-carbaldehyde), [Mg+2].[Br-].[Br-] (MgBr2). Reagents/catalysts: CN(C1=CC=NC=C1)C (4-dimethylamino pyridine). Run in C1CCOC1 (THF), C(C)N(CC)CC (triethylamine), C(C)#N (acetonitrile), C(C)#N (acetonitrile). Conditions: temperature -20 celsius, time 10 minute. Product: [N+](=O)([O-])C1=CC=C(COC(=O)C=2N3C(C([C@H]3SC2)(Br)C(C=2N=C3CSCCN3C2)OC(C)=O)=O)C=C1 ((5R)-6-[acetoxy-(5,6-dihydro-8H-imidazo[2,1-c][1,4]thiazin-2-yl)methyl]-6-bromo-7-oxo-4-thia-1-azabicyclo[3.2.0]hept-2-ene-2-carboxylic acid p-nitrobenzyl ester). Reaction SMILES: [N:1]1[C:2]([CH:10]=[O:11])=[CH:3][N:4]2[CH2:9][CH2:8][S:7][CH2:6][C:5]=12.[Mg+2].[Br-].[Br-].[N+:15]([C:18]1[CH:36]=[CH:35][C:21]([CH2:22][O:23][C:24]([C:26]2[N:27]3[C@H:30]([S:31][CH:32]=2)[C@@H:29]([Br:33])[C:28]3=[O:34])=[O:25])=[CH:20][CH:19]=1)([O-:17])=[O:16].[C:37](OC(=O)C)(=[O:39])[CH3:38].C(O)(=O)CC(CC(O)=O)(C(O)=O)O>CN(C)C1C=CN=CC=1.C(N(CC)CC)C.C1COCC1.C(#N)C>[N+:15]([C:18]1[CH:36]=[CH:35][C:21]([CH2:22][O:23][C:24]([C:26]2[N:27]3[C@H:30]([S:31][CH:32]=2)[C:29]([CH:10]([O:11][C:37](=[O:39])[CH3:38])[C:2]2[N:1]=[C:5]4[N:4]([CH:3]=2)[CH2:9][CH2:8][S:7][CH2:6]4)([Br:33])[C:28]3=[O:34])=[O:25])=[CH:20][CH:19]=1)([O-:17])=[O:16] |f:1.2.3|. Reported procedure: The dry acetonitrile (20 mL) solution of 5,6-dihydro-8H-imidazo[2,1-c][1,4]thiazine-2-carbaldehyde (392 mg) was added to the dry acetonitrile (20 mL) solution of MgBr2 (1.1 g) under a nitrogen atmosphere at room temperature then the mixture was stirred for 10 min. The dry THF (40 mL) solution of (5R,6S)-6-bromo-7-oxo-4-thia-1-aza-bicyclo[3.2.0]hept-2-ene-2-carboxylic acid 4-nitro-benzyl ester (1.0 g) was added and the mixture was cooled to −20° C. then triethylamine (0.8 mL) was added in one por... The reactants are FC1=CC=C(C=C1)C1=CC=C(S1)CC=1C=C(C=CC1C)[C@@]1(O[C@@H]([C@H]([C@@H]([C@H]1O)O)O)CO)OC ((2S,3R,4S,5S,6R)-2-[3-[[5-(4-fluorophenyl)-2-thienyl]methyl]-4-methyl-phenyl]-6-(hydroxymethyl)-2-methoxy-tetrahydropyran-3,4,5-triol), CC(C)(C)[Si](C)(C)Cl (TBSCl). The reagents and catalysts are CN(C1=CC=NC=C1)C (4-dimethylamino pyridine). Solvent: N1=CC=CC=C1 (pyridine). Conditions: time 16 hour. Product: C(C)(C)(C)[Si](OC[C@@H]1[C@H]([C@@H]([C@H]([C@](O1)(OC)C1=CC(=C(C=C1)C)CC=1SC(=CC1)C1=CC=C(C=C1)F)O)O)O)(C)C ((2S,3R,4S,5S,6R)-6-[(tertbutyl(dimethyl)silyl)oxymethyl]-2-[3-[[5-(4-fluorophenyl)-2-thienyl]methyl]-4-methyl-phenyl]-2-methoxy-tetrahydropyran-3,4,5-triol). Isolated yield 89.4%. As a reaction SMILES: [F:1][C:2]1[CH:7]=[CH:6][C:5]([C:8]2[S:12][C:11]([CH2:13][C:14]3[CH:15]=[C:16]([C@@:21]4([O:32][CH3:33])[C@H:26]([OH:27])[C@@H:25]([OH:28])[C@H:24]([OH:29])[C@@H:23]([CH2:30][OH:31])[O:22]4)[CH:17]=[CH:18][C:19]=3[CH3:20])=[CH:10][CH:9]=2)=[CH:4][CH:3]=1.[CH3:34][C:35]([Si:38](Cl)([CH3:40])[CH3:39])([CH3:37])[CH3:36]>N1C=CC=CC=1.CN(C)C1C=CN=CC=1>[C:35]([Si:38]([CH3:40])([CH3:39])[O:31][CH2:30][C@H:23]1[O:22][C@:21]([C:16]2[CH:17]=[CH:18][C:19]([CH3:20])=[C:14]([CH2:13][C:11]3[S:12][C:8]([C:5]4[CH:6]=[CH:7][C:2]([F:1])=[CH:3][CH:4]=4)=[CH:9][CH:10]=3)[CH:15]=2)([O:32][CH3:33])[C@H:26]([OH:27])[C@@H:25]([OH:28])[C@@H:24]1[OH:29])([CH3:37])([CH3:36])[CH3:34]. Procedure details: (2S,3R,4S,5S,6R)-2-[3-[[5-(4-fluorophenyl)-2-thienyl]methyl]-4-methyl-phenyl]-6-(hydroxymethyl)-2-methoxy-tetrahydropyran-3,4,5-triol 9d (1.8 g, 3.8 mmol) was dissolved in 20 mL pyridine, followed by addition of 4-dimethylamino pyridine (93 mg, 0.76 mmol) and TBSCl (686 mg, 4.55 mmol) in turn. The reaction mixture was stirred for 16 hours. Thereafter, the reaction mixture was concentrated under reduced pressure, dissolved in 30 mL ethyl acetate and was partitioned after 30 mL water were added. T...